From a dataset of the Open Reaction Database (ORD), a public repository of structured organic reaction records. describe an organic reaction: reactants, conditions, products, and yield Reactants: COCCOCOc1c(C(C)(C)C)nc(C=NO)nc1C(C)(C)C, CN(C)C=O, CC#N, O=C(Cl)C(=O)Cl, c1cncnc1. Yields the product COCCOCOc1c(C(C)(C)C)nc(C#N)nc1C(C)(C)C. RXN SMILES: [CH3:12][C:13]([CH3:14])([CH3:15])[c:16]1[n:17][c:18]([CH:33]=[N:34][OH:35])[n:19][c:20]([C:29]([CH3:30])([CH3:31])[CH3:32])[c:21]1[O:22][CH2:23][O:24][CH2:25][CH2:26][O:27][CH3:28].[CH3:1][N:2]([CH3:3])[CH:4]=[O:5].[CH3:42][C:43]#[N:44].[Cl:6][C:7]([C:8]([Cl:9])=[O:10])=[O:11].[cH:36]1[cH:37][n:38][cH:39][n:40][cH:41]1>>[CH3:12][C:13]([CH3:14])([CH3:15])[c:16]1[n:17][c:18]([C:33]#[N:34])[n:19][c:20]([C:29]([CH3:30])([CH3:31])[CH3:32])[c:21]1[O:22][CH2:23][O:24][CH2:25][CH2:26][O:27][CH3:28]. The reactants are FC(C(CC(=C)C)N1C(C=2C(C1=O)=CC=CC2)=O)F (1,1-difluoro-2-phthalimido-4-methyl-4-pentene), BrN1C(CCC1=O)=O (N-bromosuccinimide), C(C1=CC=CC=C1)(=O)OOC(C1=CC=CC=C1)=O (benzoyl peroxide). The solvent is C(Cl)(Cl)(Cl)Cl (carbon tetrachloride). Yields the product FC(C(CC(CBr)=C)N1C(C=2C(C1=O)=CC=CC2)=O)F (1,1-Difluoro-2-phthalimido-4-methylene-5-bromopentane). Reaction SMILES: [F:1][CH:2]([F:19])[CH:3]([N:8]1[C:12](=[O:13])[C:11]2=[CH:14][CH:15]=[CH:16][CH:17]=[C:10]2[C:9]1=[O:18])[CH2:4][C:5]([CH3:7])=[CH2:6].[Br:20]N1C(=O)CCC1=O.C(OOC(=O)C1C=CC=CC=1)(=O)C1C=CC=CC=1>C(Cl)(Cl)(Cl)Cl>[F:19][CH:2]([F:1])[CH:3]([N:8]1[C:9](=[O:18])[C:10]2=[CH:17][CH:16]=[CH:15][CH:14]=[C:11]2[C:12]1=[O:13])[CH2:4][C:5](=[CH2:7])[CH2:6][Br:20]. Procedure: A mixture of 1,1-difluoro-2-phthalimido-4-methyl-4-pentene (17.8 g, 67.2 mmoles) prepared as in Step B above, N-bromosuccinimide (14.4 g, 80.6 mmoles), carbon tetrachloride (200 mL) and benzoyl peroxide (4 times one end of spatula during the heating period) is heated under strong reflux (325 W lamp) during 6.5 hours. After cooling, the solution is extracted 3 times with water, dried over magnesium sulfate, and concentrated. The oily residue obtained is used for the next step without further puri...